Dataset: the Open Reaction Database (ORD), a public repository of structured organic reaction records. Task: describe an organic reaction: reactants, conditions, products, and yield Starting materials: C1CCOC1, CCOC(=O)Cc1ccc(S(C)(=O)=O)cc1, CC(C)[N-]C(C)C, CN1CCCN(C)C1=O, [Li+], O=CC1CCOCC1. Yields the product CCOC(=O)C(=CC1CCOCC1)c1ccc(S(C)(=O)=O)cc1. As a reaction SMILES: [CH2:42]1[O:43][CH2:44][CH2:45][CH2:46]1.[CH3:18][S:19](=[O:20])(=[O:21])[c:22]1[cH:23][cH:24][c:25]([CH2:28][C:29](=[O:30])[O:31][CH2:32][CH3:33])[cH:26][cH:27]1.[CH3:2][CH:3]([N-:4][CH:5]([CH3:6])[CH3:7])[CH3:8].[CH3:9][N:10]1[CH2:11][CH2:12][CH2:13][N:14]([CH3:15])[C:16]1=[O:17].[Li+:1].[O:34]1[CH2:35][CH2:36][CH:37]([CH:40]=[O:41])[CH2:38][CH2:39]1>>[CH3:18][S:19](=[O:20])(=[O:21])[c:22]1[cH:23][cH:24][c:25]([C:28]([C:29](=[O:30])[O:31][CH2:32][CH3:33])=[CH:40][CH:37]2[CH2:36][CH2:35][O:34][CH2:39][CH2:38]2)[cH:26][cH:27]1. The reactants are CI (methyl iodide), CN(C=O)C (N,N-dimethylformamide), BrC1=CC(=C(C=C1)O)OC1CCC1 (4-bromo-2-cyclobutoxyphenol), C([O-])([O-])=O.[K+].[K+] (potassium carbonate). The solvent is O (water). Conditions: time 6 hour. Yields the product BrC1=CC(=C(C=C1)OC)OC1CCC1 (4-Bromo-2-cyclobutoxy-1-methoxybenzene). The yield is 59.0%. As a reaction SMILES: [CH3:1]N(C)C=O.[Br:6][C:7]1[CH:12]=[CH:11][C:10]([OH:13])=[C:9]([O:14][CH:15]2[CH2:18][CH2:17][CH2:16]2)[CH:8]=1.C(=O)([O-])[O-].[K+].[K+].CI>O>[Br:6][C:7]1[CH:12]=[CH:11][C:10]([O:13][CH3:1])=[C:9]([O:14][CH:15]2[CH2:18][CH2:17][CH2:16]2)[CH:8]=1 |f:2.3.4|. Procedure details: To 60 ml of N,N-dimethylformamide solution containing 6.22 g (25.6 mmol) of 4-bromo-2-cyclobutoxyphenol obtained in Reference Example 5-(d) were successively added 3.54 g of potassium carbonate and 3.2 ml of methyl iodide, and the mixture was stirred at room temperature for 6 hours. After completion of the reaction, water was added to the reaction mixture, and the mixture was extracted with toluene. The organic layer after separation was washed with a saturated aqueous solution of sodium chlorid... The reactants are CC(=O)[O-], CCO, O=Cc1cccc([N+](=O)[O-])c1, [NH4+], O=C(O)CC(=O)O. Product: NC(CC(=O)O)c1cccc([N+](=O)[O-])c1. As a reaction SMILES: [CH3:20][C:21](=[O:22])[O-:23].[CH3:24][CH2:25][OH:26].[N+:1](=[O:2])([O-:3])[c:4]1[cH:5][c:6]([CH:7]=[O:8])[cH:9][cH:10][cH:11]1.[NH4+:19].[OH:12][C:13](=[O:14])[CH2:15][C:16](=[O:17])[OH:18]>>[N+:1](=[O:2])([O-:3])[c:4]1[cH:5][c:6]([CH:7]([CH2:15][C:13]([OH:12])=[O:14])[NH2:19])[cH:9][cH:10][cH:11]1. Reactants: C(C1=CC=CC=C1)OC=1C=C(C(=NC1)C1=C(C=CC(=C1)OC)F)CC(C)(C)C (5-(benzyloxy)-2-(2-fluoro-5-methoxyphenyl)-3-neopentylpyridine). Reagents/catalysts: [C].[Pd] (palladium-carbon). Solvent: C(C)(=O)OCC (ethyl acetate). Run at time 20 minute. Yields the product FC1=C(C=C(C=C1)OC)C1=C(C=C(C=N1)O)CC(C)(C)C (6-(2-fluoro-5-methoxyphenyl)-5-neopentylpyridin-3-ol). Yield: 100.5%. As a reaction SMILES: C([O:8][C:9]1[CH:10]=[C:11]([CH2:24][C:25]([CH3:28])([CH3:27])[CH3:26])[C:12]([C:15]2[CH:20]=[C:19]([O:21][CH3:22])[CH:18]=[CH:17][C:16]=2[F:23])=[N:13][CH:14]=1)C1C=CC=CC=1>C(OCC)(=O)C.[C].[Pd]>[F:23][C:16]1[CH:17]=[CH:18][C:19]([O:21][CH3:22])=[CH:20][C:15]=1[C:12]1[N:13]=[CH:14][C:9]([OH:8])=[CH:10][C:11]=1[CH2:24][C:25]([CH3:28])([CH3:27])[CH3:26] |f:2.3|. Reported procedure: To a solution of 5-(benzyloxy)-2-(2-fluoro-5-methoxyphenyl)-3-neopentylpyridine (2.95 g) in ethyl acetate (50 mL) was added 10% palladium-carbon (628 mg) and, under a hydrogen atmosphere, the mixture was stirred at room temperature for 20 min. The catalyst was filtered and the filtrate was concentrated to give the title compound (2.26 g) as a white solid.